This data is from the Open Reaction Database (ORD), a public repository of structured organic reaction records. The task is: describe an organic reaction: reactants, conditions, products, and yield The reactants are c1(ccccc1)Br, N1(c2ccccc2)CCN(CC1)S(C)(=O)=O. Reagents/catalysts: c1ccc(cc1)-c2c3ccccc3cc4ccccc24 (9-Phenylanthracene), C[Si](C)(C)[N-][Si](C)(C)C.[K+] (KHMDS), [Pd].C(P(C(C)(C)C)C(C)(C)C)(C)(C)C.C(P(C(C)(C)C)C(C)(C)C)(C)(C)C (Pd(P(tBu)3)2). Solvent: CC1=CC=CC=C1 (Toluene). Run at temperature 110 celsius, time 18 hour. Product: O=S(=O)(Cc1ccccc1)N2CCN(CC2)c3ccccc3. Reaction SMILES: [CH3:1][S:2]([N:5]1[CH2:10][CH2:9][N:8]([c:11]2[cH:16][cH:15][cH:14][cH:13][cH:12]2)[CH2:7][CH2:6]1)(=[O:4])=[O:3].Br[c:17]1[cH:22][cH:21][cH:20][cH:19][cH:18]1>>[O:3]=[S:2]([N:5]1[CH2:10][CH2:9][N:8]([c:11]2[cH:16][cH:15][cH:14][cH:13][cH:12]2)[CH2:7][CH2:6]1)([CH2:1][c:17]3[cH:22][cH:21][cH:20][cH:19][cH:18]3)=[O:4]. Reactants: OC=1N=CN=C2SC=3CC[C@H](C3C12)CC(=O)OCC (ethyl 2-[(3S)-12-hydroxy-7-thia-9,11-diazatricyclo[6.4.0.0[2,6]]dodeca-1(12),2(6),8,10-tetraen-3-yl]acetate), P(=O)(Cl)(Cl)Cl (phosphoroyl trichloride). Solvent: O1CCOCC1 (dioxane). Conditions: temperature 110 celsius, time 4 hour. Yields the product ClC=1N=CN=C2SC=3CC[C@H](C3C12)CC(=O)OCC (ethyl 2-[(3S)-12-chloro-7-thia-9,11-diazatricyclo[6.4.0.0[2,6]]dodeca-1(12),2(6),8,10-tetraen-3-yl]acetate). The yield is 92.0%. Reaction SMILES: O[C:2]1[N:3]=[CH:4][N:5]=[C:6]2[C:13]=1[C:12]1[C@H:11]([CH2:14][C:15]([O:17][CH2:18][CH3:19])=[O:16])[CH2:10][CH2:9][C:8]=1[S:7]2.P(Cl)(Cl)([Cl:22])=O>O1CCOCC1>[Cl:22][C:2]1[N:3]=[CH:4][N:5]=[C:6]2[C:13]=1[C:12]1[C@H:11]([CH2:14][C:15]([O:17][CH2:18][CH3:19])=[O:16])[CH2:10][CH2:9][C:8]=1[S:7]2. Procedure: To a 50-mL round-bottom flask was added ethyl 2-[(3S)-12-hydroxy-7-thia-9,11-diazatricyclo[6.4.0.0[2,6]]dodeca-1(12),2(6),8,10-tetraen-3-yl]acetate (16.2, 560 mg, 2.01 mmol, 1.00 equiv), dioxane (10 mL) and phosphoroyl trichloride (3.5 mL). The reaction was stirred for 4 h at 110° C. under nitrogen. After concentration under reduced pressure, the resulting solution was poured dropwise into saturated aqueous NaHCO3 and extracted with ethyl acetate (3×50 mL). The combined organic layers were washe...